Dataset: the Open Reaction Database (ORD), a public repository of structured organic reaction records. Task: describe an organic reaction: reactants, conditions, products, and yield Reactants: C1(CCC1)N1CCC(CC1)OC1=CC=C(C=C1)C1(CCOCC1)C#N (4-{4-[(1-cyclobutyl-4-piperidinyl)oxy]phenyl}tetrahydro-2H-pyran-4-carbonitrile), P(=S)(SCC)(OCC)[O-] (diethyl dithiophosphate), intermediate 50. The product is C1(CCC1)N1CCC(CC1)OC1=CC=C(C=C1)C1(CCOCC1)C(N)=S (4-{4-[(1-cyclobutylpiperidin-4-yl)oxy]phenyl}tetrahydro-2H-pyran-4-carbothioamide). The yield is 50.0%. Reaction SMILES: [CH:1]1([N:5]2[CH2:10][CH2:9][CH:8]([O:11][C:12]3[CH:17]=[CH:16][C:15]([C:18]4([C:24]#[N:25])[CH2:23][CH2:22][O:21][CH2:20][CH2:19]4)=[CH:14][CH:13]=3)[CH2:7][CH2:6]2)[CH2:4][CH2:3][CH2:2]1.P([O-])(OCC)(SCC)=[S:27]>>[CH:1]1([N:5]2[CH2:10][CH2:9][CH:8]([O:11][C:12]3[CH:17]=[CH:16][C:15]([C:18]4([C:24](=[S:27])[NH2:25])[CH2:19][CH2:20][O:21][CH2:22][CH2:23]4)=[CH:14][CH:13]=3)[CH2:7][CH2:6]2)[CH2:4][CH2:3][CH2:2]1. Procedure: The title compound (223 mg, 50%) was prepared from 4-{4-[(1-cyclobutyl-4-piperidinyl)oxy]phenyl}tetrahydro-2H-pyran-4-carbonitrile and diethyl dithiophosphate similarly to the procedure used for intermediate 50. LRMS APCI+ m/z 375 [MH]+.